This data is from the Open Reaction Database (ORD), a public repository of structured organic reaction records. The task is: describe an organic reaction: reactants, conditions, products, and yield The reactants are CC1=NC(=C(C(=C1C)NCCNC(OC(C)(C)C)=O)[N+](=O)[O-])OC1=CC=CC=C1 (tert-butyl 2-[(2,3-dimethyl-5-nitro-6-phenoxypyridin-4-yl)amino]ethylcarbamate). Reagents/catalysts: catalyst, [Pt] (platinum on carbon). Run in C1(=CC=CC=C1)C (toluene), CO (methanol). Conditions: time 8 hour. Product: NC=1C(=NC(=C(C1NCCNC(OC(C)(C)C)=O)C)C)OC1=CC=CC=C1 (tert-butyl 2-[(3-amino-5,6-dimethyl-2-phenoxypyridin-4-yl)amino]ethylcarbamate). Yield: 96.7%. RXN SMILES: [CH3:1][C:2]1[C:7]([CH3:8])=[C:6]([NH:9][CH2:10][CH2:11][NH:12][C:13](=[O:19])[O:14][C:15]([CH3:18])([CH3:17])[CH3:16])[C:5]([N+:20]([O-])=O)=[C:4]([O:23][C:24]2[CH:29]=[CH:28][CH:27]=[CH:26][CH:25]=2)[N:3]=1>[Pt].C1(C)C=CC=CC=1.CO>[NH2:20][C:5]1[C:4]([O:23][C:24]2[CH:25]=[CH:26][CH:27]=[CH:28][CH:29]=2)=[N:3][C:2]([CH3:1])=[C:7]([CH3:8])[C:6]=1[NH:9][CH2:10][CH2:11][NH:12][C:13](=[O:19])[O:14][C:15]([CH3:18])([CH3:17])[CH3:16]. Reported procedure: Catalyst (5 g of 5% platinum on carbon) was added to a warm solution of tert-butyl 2-[(2,3-dimethyl-5-nitro-6-phenoxypyridin-4-yl)amino]ethylcarbamate (50.4 g) in a mixture of toluene (500 mL) and methanol (40 mL). The mixture was placed under hydrogen pressure (50 psi, 3.4×105 Pa). After 2 hours more catalyst (4 g) was added and the hydrogenation continued overnight. The reaction mixture was filtered through a layer of Celite® filter aid and the filter cake was washed with hot toluene (1 L). Th... RXN SMILES: [C:1]([OH:10])(=[O:9])[CH2:2][CH2:3][CH2:4][CH2:5][CH2:6][CH2:7][CH3:8].[CH2:11](O)[CH2:12][OH:13]>>[C:1]([O:10][CH2:11][CH2:12][OH:13])(=[O:9])[CH2:2][CH2:3][CH2:4][CH2:5][CH2:6][CH2:7][CH3:8]. The reactants are Anhydride, C(CCCCCCC)(=O)O (caprylic acid), C(CO)O (ethylene glycol). Procedure: Anhydride of caprylic acid (0.477 mol; 129 g) was dropwise added into boiling dry ethylene glycol (3.16 mol; 196 g) and the mixture was refluxed for further 4 hours. The mixture was cooled, extracted twice with benzene (100+20 ml), benzene was evaporated in a rotation evaporator, and the residue was distilled. 2-Hydroxyethyl caprylate was obtained in the yield of 142.75 g (159% of theory), which is the evidence that almost 2/3 of caprylic acid formed was esterified with glycol under the experime... Product: C(CCCCCCC)(=O)OCCO (2-Hydroxyethyl caprylate). Starting materials: Cc1ccccc1, O=C(Cl)Cl, Clc1cccc(Nc2ccccc2)c1. The product is O=C(Cl)N(c1ccccc1)c1cccc(Cl)c1. Reaction SMILES: [CH3:19][c:20]1[cH:21][cH:22][cH:23][cH:24][cH:25]1.[Cl:15][C:16]([Cl:17])=[O:18].[Cl:1][c:2]1[cH:3][c:4]([NH:8][c:9]2[cH:10][cH:11][cH:12][cH:13][cH:14]2)[cH:5][cH:6][cH:7]1>>[Cl:1][c:2]1[cH:3][c:4]([N:8]([c:9]2[cH:10][cH:11][cH:12][cH:13][cH:14]2)[C:16]([Cl:15])=[O:18])[cH:5][cH:6][cH:7]1. The reactants are CC(C(=O)Nc1c[nH]c2ncc(Br)c(F)c12)c1ccccc1, CC(C)(C)OC(=O)NC1CCCNC1. The product is CC(C(=O)Nc1c[nH]c2ncc(Br)c(N3CCCC(NC(=O)OC(C)(C)C)C3)c12)c1ccccc1. RXN SMILES: [Br:1][c:2]1[c:3]([F:22])[c:4]2[c:5]([n:6][cH:7]1)[nH:8][cH:9][c:10]2[NH:11][C:12]([CH:13]([CH3:14])[c:15]1[cH:16][cH:17][cH:18][cH:19][cH:20]1)=[O:21].[NH:23]1[CH2:24][CH:25]([NH:29][C:30]([O:31][C:32]([CH3:33])([CH3:34])[CH3:35])=[O:36])[CH2:26][CH2:27][CH2:28]1>>[Br:1][c:2]1[c:3]([N:23]2[CH2:24][CH:25]([NH:29][C:30]([O:31][C:32]([CH3:33])([CH3:34])[CH3:35])=[O:36])[CH2:26][CH2:27][CH2:28]2)[c:4]2[c:5]([n:6][cH:7]1)[nH:8][cH:9][c:10]2[NH:11][C:12]([CH:13]([CH3:14])[c:15]1[cH:16][cH:17][cH:18][cH:19][cH:20]1)=[O:21].